Dataset: the Open Reaction Database (ORD), a public repository of structured organic reaction records. Task: describe an organic reaction: reactants, conditions, products, and yield Starting materials: CC(=O)O, [K+], O=[Mn](=O)(=O)[O-], [Na+], [OH-], O=S(=O)(O)O, Nc1cc(Sc2cccc3cnccc23)ccc1[N+](=O)[O-]. Product: Nc1cc(S(=O)(=O)c2cccc3cnccc23)ccc1[N+](=O)[O-]. RXN SMILES: [CH3:35][C:36](=[O:37])[OH:38].[K+:27].[Mn:22](=[O:23])([O-:24])(=[O:25])=[O:26].[Na+:29].[OH-:28].[S:30](=[O:31])(=[O:32])([OH:33])[OH:34].[cH:1]1[n:2][cH:3][cH:4][c:5]2[c:6]([S:11][c:12]3[cH:13][cH:14][c:15]([N+:19](=[O:20])[O-:21])[c:16]([NH2:17])[cH:18]3)[cH:7][cH:8][cH:9][c:10]12>>[cH:1]1[n:2][cH:3][cH:4][c:5]2[c:6]([S:11]([c:12]3[cH:13][cH:14][c:15]([N+:19](=[O:20])[O-:21])[c:16]([NH2:17])[cH:18]3)(=[O:23])=[O:28])[cH:7][cH:8][cH:9][c:10]12.